The task is: describe an organic reaction: reactants, conditions, products, and yield. This data is from the Open Reaction Database (ORD), a public repository of structured organic reaction records. Reactants: N#Cc1nn(C(N)=O)c(N)c1C#N, O. The product is N#Cc1n[nH]c(N)c1C#N. Reaction SMILES: [C:1](#[N:2])[c:3]1[n:4][n:5]([C:11]([NH2:12])=[O:13])[c:6]([NH2:10])[c:7]1[C:8]#[N:9].[OH2:14]>>[C:1](#[N:2])[c:3]1[n:4][nH:5][c:6]([NH2:10])[c:7]1[C:8]#[N:9]. The reactants are C(C)(C)(C)C=1C=C(C(=C(C1)C1=C(C=C(C=C1)C(F)(F)F)Cl)O)C=O (5-(tert-butyl)-2′-chloro-2-hydroxy-4′-(trifluoromethyl)-[1,1′-biphenyl]-3-carbaldehyde), C(C)(C)(C)N (tert-butylamine). Procedure details: 5-(tert-Butyl)-3-((tert-butylamino)methyl)-2′-chloro-4′-(trifluoromethyl)-[1,1′-biphenyl]-2-ol hydrochloride was prepared as a white solid using the procedure described in Example 9 from 5-(tert-butyl)-2′-chloro-2-hydroxy-4′-(trifluoromethyl)-[1,1′-biphenyl]-3-carbaldehyde and tert-butylamine. Product: Cl.C(C)(C)(C)C1=CC(=C(C(=C1)C1=C(C=C(C=C1)C(F)(F)F)Cl)O)CNC(C)(C)C (5-(tert-Butyl)-3-((tert-butylamino)methyl)-2′-chloro-4′-(trifluoromethyl)-[1,1′-biphenyl]-2-ol hydrochloride). RXN SMILES: [C:1]([C:5]1[CH:6]=[C:7]([CH:23]=O)[C:8]([OH:22])=[C:9]([C:11]2[CH:16]=[CH:15][C:14]([C:17]([F:20])([F:19])[F:18])=[CH:13][C:12]=2[Cl:21])[CH:10]=1)([CH3:4])([CH3:3])[CH3:2].[C:25]([NH2:29])([CH3:28])([CH3:27])[CH3:26]>>[ClH:21].[C:1]([C:5]1[CH:10]=[C:9]([C:11]2[CH:16]=[CH:15][C:14]([C:17]([F:20])([F:18])[F:19])=[CH:13][C:12]=2[Cl:21])[C:8]([OH:22])=[C:7]([CH2:23][NH:29][C:25]([CH3:28])([CH3:27])[CH3:26])[CH:6]=1)([CH3:4])([CH3:3])[CH3:2] |f:2.3|. The reactants are N1N=NC2=C1C=CC=C2 (benzotriazole), N=C=N (carbodiimide), ClC1=CC2=C(C(C3=NC=CC=C3CS2)N2CCNCC2)C=C1 (8-chloro-5,11-dihydro-11-(1-piperazinyl)[1]benzothiepino[4,3-b]pyridine), C(C1=CC=[N+](C=C1)[O-])(=O)O (isonicotinic acid N-oxide), O.ON1N=NC2=C1C=CC=C2 (1-hydroxybenzotriazole hydrate), Cl.CN(CCCN=C=NCC)C (1-(3-dimethylaminopropyl)-3-ethylcarbodiimide hydrochloride), resultant mixture. Run in ClCCl (dichloromethane). Run at time 6 hour. Yields the product ClC1=CC2=C(C(C3=NC=CC=C3CS2)=C2CC[N+](CC2)(C(=O)C2=CC=NC=C2)[O-])C=C1 (4-(8-CHLORO-5,11-DIHYDRO[1]BENZOTHIEPINO[4,3-b]PYRIDIN-11-YLIDENE)-1-(4-PYRIDINYLCARBONYL)PIPERIDINE N1 -OXIDE), hemihydrate. Yield: 88.0%. RXN SMILES: [Cl:1][C:2]1[CH:22]=[CH:21][C:5]2[CH:6](N3CCNCC3)[C:7]3[C:12]([CH2:13][S:14][C:4]=2[CH:3]=1)=[CH:11][CH:10]=[CH:9][N:8]=3.[C:23]([OH:32])(=O)[C:24]1[CH:29]=[CH:28][N+:27]([O-])=[CH:26][CH:25]=1.O.[OH:34][N:35]1[C:39]2C=[CH:41][CH:42]=[CH:43][C:38]=2N=N1.Cl.CN(C)CCCN=C=NCC.N1C2C=CC=CC=2N=N1.N=C=N>ClCCl>[Cl:1][C:2]1[CH:22]=[CH:21][C:5]2[C:6](=[C:43]3[CH2:38][CH2:39][N+:35]([O-:34])([C:23]([C:24]4[CH:25]=[CH:26][N:27]=[CH:28][CH:29]=4)=[O:32])[CH2:41][CH2:42]3)[C:7]3[C:12]([CH2:13][S:14][C:4]=2[CH:3]=1)=[CH:11][CH:10]=[CH:9][N:8]=3 |f:2.3,4.5|. Procedure details: To a stirred suspension of 8-chloro-5,11-dihydro-11-(1-piperazinyl)[1]benzothiepino[4,3-b]pyridine (1.9 g, 5.73 mmol) and isonicotinic acid N-oxide (0.95 g, 6.83 mmol) in dry dichloromethane (60 mL), add 1-hydroxybenzotriazole hydrate (0.93 g, 6.88 mmol) and 1-(3-dimethylaminopropyl)-3-ethylcarbodiimide hydrochloride (1.32 g, 6.89 mmol). Stir the resultant mixture at room temperature for 20 hours; then introduce additional quantities of the benzotriazole (0.19 g, 1.43 mmol) and carbodiimide (0.2... The reactants are [N+](=O)([O-])C1=C(C=CC(=C1)[N+](=O)[O-])[O-].N[N+]1=CC2=C(C=C1)OC(=C2)C (5-amino-2-methylfuro[3,2-c]pyridin-5-ium 2,4-dinitrobenzenolate), C([O-])([O-])=O.[K+].[K+] (potassium carbonate), C(C#CCC)(=O)OCC (ethyl 2-pentynoate). Run in CN(C=O)C (dimethylformamide), O (water). Reaction conditions: time 14 hour. Product: C(C)C1=NN2C(C3=C(C=C2)OC(=C3)C)=C1C(=O)OCC (ethyl 2-ethyl-8-methylfuro[3,2-c]pyrazolo[1,5-a]pyridine-1-carboxylate). Isolated yield 38.3%. Reaction SMILES: [N+](C1C=C([N+]([O-])=O)C=CC=1[O-])([O-])=O.[NH2:14][N+:15]1[CH:20]=[CH:19][C:18]2[O:21][C:22]([CH3:24])=[CH:23][C:17]=2[CH:16]=1.C(=O)([O-])[O-].[K+].[K+].[C:31]([O:37][CH2:38][CH3:39])(=[O:36])[C:32]#[C:33][CH2:34][CH3:35]>CN(C)C=O.O>[CH2:34]([C:33]1[C:32]([C:31]([O:37][CH2:38][CH3:39])=[O:36])=[C:16]2[C:17]3[CH:23]=[C:22]([CH3:24])[O:21][C:18]=3[CH:19]=[CH:20][N:15]2[N:14]=1)[CH3:35] |f:0.1,2.3.4|. Procedure: A mixture of 5-amino-2-methylfuro[3,2-c]pyridin-5-ium 2,4-dinitrobenzenolate (1.44 g, 4.33 mmol), potassium carbonate (838 mg, 6.06 mmol) and ethyl 2-pentynoate (628 μL, 4.76 mmol) in dimethylformamide (20 mL) was stirred at room temperature for 14 hr. The reaction solution was diluted with water, and the mixture was extracted with diethyl ether. The extract was washed with saturated brine, dried over anhydrous sodium sulfate and filtered. The solvent was evaporated under reduced pressure and th... Starting materials: CCOC(C)=O, COC(=O)c1cccc(-c2cnc(C(=O)CCCCCCc3ccccc3)o2)c1. Yields the product O=C(O)c1cccc(-c2cnc(C(=O)CCCCCCc3ccccc3)o2)c1. Reaction SMILES: [CH3:30][CH2:31][O:32][C:33]([CH3:34])=[O:35].[c:1]1([CH2:7][CH2:8][CH2:9][CH2:10][CH2:11][CH2:12][C:13](=[O:14])[c:15]2[o:16][c:17](-[c:20]3[cH:21][c:22]([C:23](=[O:24])[O:25][CH3:26])[cH:27][cH:28][cH:29]3)[cH:18][n:19]2)[cH:2][cH:3][cH:4][cH:5][cH:6]1>>[c:1]1([CH2:7][CH2:8][CH2:9][CH2:10][CH2:11][CH2:12][C:13](=[O:14])[c:15]2[o:16][c:17](-[c:20]3[cH:21][c:22]([C:23](=[O:24])[OH:25])[cH:27][cH:28][cH:29]3)[cH:18][n:19]2)[cH:2][cH:3][cH:4][cH:5][cH:6]1.